Dataset: the Open Reaction Database (ORD), a public repository of structured organic reaction records. Task: describe an organic reaction: reactants, conditions, products, and yield Starting materials: [Cl-], [H-], CI, [NH4+], [Na+], CN(C)C=O, O=C1NCCn2nc(COc3ccccc3)cc21. The product is CN1CCn2nc(COc3ccccc3)cc2C1=O. RXN SMILES: [Cl-:23].[H-:1].[I:21][CH3:22].[NH4+:24].[Na+:2].[O:25]=[CH:26][N:27]([CH3:28])[CH3:29].[O:3]([c:4]1[cH:5][cH:6][cH:7][cH:8][cH:9]1)[CH2:10][c:11]1[n:12][n:13]2[c:14]([cH:20]1)[C:15](=[O:19])[NH:16][CH2:17][CH2:18]2>>[O:3]([c:4]1[cH:5][cH:6][cH:7][cH:8][cH:9]1)[CH2:10][c:11]1[n:12][n:13]2[c:14]([cH:20]1)[C:15](=[O:19])[N:16]([CH3:22])[CH2:17][CH2:18]2. The yield is 31.0%. Procedure: Methanol (1 mL) was added to erode (3-(3-(2,6-dimethoxyphenyl)-1-tosyl-1H-pyrrolo[2,3-b]pyridin-5-yl)phenyl)(morpholino)methanone from step 1 and potassium hydroxide (50% w/v, 0.038 mL, 0.34 mmol) was added to the resulting solution. The mixture was stirred for 30 minutes at room temperature before being diluted with water and extracted with ethyl, acetate. The organic layers were combined, dried over sodium sulfate, filtered and concentrated to dryness. Silica gel chromatography afforded (3-(3-... Reaction conditions: time 30 minute. RXN SMILES: CO.[CH3:3][O:4][C:5]1[CH:10]=[CH:9][CH:8]=[C:7]([O:11][CH3:12])[C:6]=1[C:13]1[C:21]2[C:16](=[N:17][CH:18]=[C:19]([C:22]3[CH:23]=[C:24]([C:28]([N:30]4[CH2:35][CH2:34][O:33][CH2:32][CH2:31]4)=[O:29])[CH:25]=[CH:26][CH:27]=3)[CH:20]=2)[N:15](S(C2C=CC(C)=CC=2)(=O)=O)[CH:14]=1.[OH-].[K+]>O>[CH3:3][O:4][C:5]1[CH:10]=[CH:9][CH:8]=[C:7]([O:11][CH3:12])[C:6]=1[C:13]1[C:21]2[C:16](=[N:17][CH:18]=[C:19]([C:22]3[CH:23]=[C:24]([C:28]([N:30]4[CH2:31][CH2:32][O:33][CH2:34][CH2:35]4)=[O:29])[CH:25]=[CH:26][CH:27]=3)[CH:20]=2)[NH:15][CH:14]=1 |f:2.3|. The product is COC1=C(C(=CC=C1)OC)C1=CNC2=NC=C(C=C21)C=2C=C(C=CC2)C(=O)N2CCOCC2 ((3-(3-(2,6-dimethoxyphenyl)-1H-pyrrolo[2,3-b]pyridin-5-yl)phenyl)(morpholino)methanone). Starting materials: CO (Methanol), COC1=C(C(=CC=C1)OC)C1=CN(C2=NC=C(C=C21)C=2C=C(C=CC2)C(=O)N2CCOCC2)S(=O)(=O)C2=CC=C(C)C=C2 ((3-(3-(2,6-dimethoxyphenyl)-1-tosyl-1H-pyrrolo[2,3-b]pyridin-5-yl)phenyl)(morpholino)methanone), [OH-].[K+] (potassium hydroxide). The solvent is O (water).